Task: describe an organic reaction: reactants, conditions, products, and yield. Dataset: the Open Reaction Database (ORD), a public repository of structured organic reaction records Reactants: ClC=1C=C(C(=O)O)C=CC1 (3-chlorobenzoic acid), CNC(NN)=S (4-methylthiosemicarbazide), P(=O)(Cl)(Cl)Cl (Phosphorus oxychloride). Run in O1CCOCC1 (dioxane), O1CCOCC1 (dioxane). Yields the product CNC=1SC(=NN1)C1=CC(=CC=C1)Cl (2-Methylamino-5-(3-chlorophenyl)-1,3,4-thiadiazole). As a reaction SMILES: [Cl:1][C:2]1[CH:3]=[C:4]([CH:8]=[CH:9][CH:10]=1)[C:5](O)=O.[CH3:11][NH:12][C:13](=[S:16])[NH:14][NH2:15].P(Cl)(Cl)(Cl)=O>O1CCOCC1>[CH3:11][NH:12][C:13]1[S:16][C:5]([C:4]2[CH:8]=[CH:9][CH:10]=[C:2]([Cl:1])[CH:3]=2)=[N:15][N:14]=1. Procedure details: A well-stirred mixture of 125 g (0.8 mole) of 3-chlorobenzoic acid and 84 g (0.8 mole) of 4-methylthiosemicarbazide in 700 ml of dioxane was heated until the solution was homogeneous. Phosphorus oxychloride (123 g, 0.8 mole) was added dropwise to the resulting solution at a rate to maintain the dioxane at gentle reflux. Reactants: [Al+3], COc1ccccc1, [Cl-], [Cl-], [Cl-], ClCCl, O=C(Cl)CCCc1ccccc1. The product is COc1ccc(C(=O)CCCc2ccccc2)cc1. RXN SMILES: [Al+3:25].[CH3:13][O:14][c:15]1[cH:16][cH:17][cH:18][cH:19][cH:20]1.[Cl-:24].[Cl-:26].[Cl-:27].[Cl:21][CH2:22][Cl:23].[c:1]1([CH2:7][CH2:8][CH2:9][C:10](=[O:11])[Cl:12])[cH:2][cH:3][cH:4][cH:5][cH:6]1>>[c:1]1([CH2:7][CH2:8][CH2:9][C:10](=[O:11])[c:18]2[cH:17][cH:16][c:15]([O:14][CH3:13])[cH:20][cH:19]2)[cH:2][cH:3][cH:4][cH:5][cH:6]1. Starting materials: C1(\C=C/C(=O)O1)=O (maleic anhydride), C(=C)OC (methyl vinyl ether). The solvent is O (water), O (water). Yields the product solids, C(=C)OC (methyl vinyl ether), C(\C=C/C(=O)O)(=O)O (maleic acid). Isolated yield 20.0%. As a reaction SMILES: [CH:1]([O:3][CH3:4])=[CH2:2].[C:5]1(=[O:11])[O:10][C:8](=[O:9])[CH:7]=[CH:6]1>O>[CH:1]([O:3][CH3:4])=[CH2:2].[C:5]([OH:10])(=[O:11])/[CH:6]=[CH:7]\[C:8]([OH:3])=[O:9]. Reported procedure: Copoly(methyl vinyl ether:maleic anhydride)(50:50) (Grantrez AN-119 available from GAF)(20.6 grams) was suspended in 80 grams of water and heated on a steam bath to form a 20% solids clear solution of copoly(methyl vinyl ether:maleic acid) (50:50) in water. To 61.8 grams of the solution (containing 12.4 grams of copolymer and 8.26 grams (0.072 mole) of maleic acid)) was added 4.0 grams (0.072 mole) of potassium hydroxide in order to half-neutralize all maleic acid present. Glycerol (9.3 grams) w... Starting materials: Cl (HCl), C(C)(=O)C1=C2C(NC1=O)=CC=CC=C2 (3-Acetyl-1,2-dihydrocyclohepta[b]pyrrol-2-one), Cl (HCl), C(#N)[BH3-].[Na+] (Sodium cyanoborohydride). Solvent: C(C)OCC (diethyl ether), [Na+].[Cl-] (NaCl), O (water), CO (methanol). The product is C(C)C1=C2C(NC1=O)=CC=CC=C2 (3-ethyl-1,2-dihydrocyclohepta[b]pyrrol-2-one). RXN SMILES: [C:1]([C:4]1[C:8](=[O:9])[NH:7][C:6]2=[CH:10][CH:11]=[CH:12][CH:13]=[CH:14][C:5]=12)(=O)[CH3:2].Cl.C([BH3-])#N.[Na+]>CO.C(OCC)C.[Na+].[Cl-].O>[CH2:1]([C:4]1[C:8](=[O:9])[NH:7][C:6]2=[CH:10][CH:11]=[CH:12][CH:13]=[CH:14][C:5]=12)[CH3:2] |f:2.3,6.7|. Procedure: 3-Acetyl-1,2-dihydrocyclohepta[b]pyrrol-2-one (5.6 g) was suspended in methanol (15 ml). A saturated solution of dry HCl in diethyl ether (10 ml) was added to the suspension. Sodium cyanoborohydride (11.3 g) was gradually added to the suspension which was maintained acidic by the simultaneous addition of more of the HCl solution. The reaction mixture was diluted with a saturated solution of NaCl in water and extracted with ethyl acetate. The extract was dried (Na2SO4) and evaporated to dryness. ... Yield: 97.9%. As a reaction SMILES: C([O:3][C:4](=O)[CH2:5][CH2:6][C:7]1[CH:12]=[CH:11][C:10]([F:13])=[CH:9][CH:8]=1)C.[H-].[H-].[H-].[H-].[Li+].[Al+3]>C1COCC1>[F:13][C:10]1[CH:9]=[CH:8][C:7]([CH2:6][CH2:5][CH2:4][OH:3])=[CH:12][CH:11]=1 |f:1.2.3.4.5.6|. The solvent is C1CCOC1 (THF), C1CCOC1 (THF). Procedure details: The product of Step b (20.0 g, 102 mmol) was dissolved in anhydrous THF (500 ml), and the mixture was cooled to 0° C. To this solution, 1M LAH in THF (100 ml) was added dropwise, then the mixture was allowed to come to room temperature and stirred for three days. The reaction was quenched by the careful sequential addition of water (3.8 ml), 15% NaOH (3.8 ml), and water (11.4 ml). The resulting slurry was stirred for 1 hour, the solids were removed by filtration and rinsed with EtOAc, and the co... Yields the product FC1=CC=C(C=C1)CCCO (3-(4-Fluorophenyl)propanol). Reactants: C(C)OC(CCC1=CC=C(C=C1)F)=O (Ethyl-3-(4-Fluorophenyl)propionate), [H-].[H-].[H-].[H-].[Li+].[Al+3] (LAH). Run at temperature 0 celsius, time 3 day. The product is CCOCCCNCc1ccc(B(O)O)s1. Reactants: CCC(CC)CNCc1ccc(-c2cc(C(N)=O)c3[nH]cc(C4CCN(S(=O)(=O)CC)CC4)c3c2)s1, CCOCCCN, O=Cc1ccc(B(O)O)s1. Reaction SMILES: [CH2:1]([CH:2]([CH2:3][CH3:4])[CH2:5][NH:6][CH2:7][c:8]1[s:9][c:10](-[c:11]2[cH:12][c:13]3[c:14]([c:15]([C:16]([NH2:17])=[O:18])[cH:19]2)[nH:20][cH:21][c:22]3[CH:23]2[CH2:24][CH2:25][N:26]([S:27]([CH2:28][CH3:29])(=[O:30])=[O:31])[CH2:32][CH2:33]2)[cH:34][cH:35]1)[CH3:36].[CH2:47]([CH3:48])[O:49][CH2:50][CH2:51][CH2:52][NH2:53].[CH:37](=[O:38])[c:39]1[cH:40][cH:41][c:42]([B:44]([OH:45])[OH:46])[s:43]1>>[CH2:37]([c:39]1[cH:40][cH:41][c:42]([B:44]([OH:45])[OH:46])[s:43]1)[NH:53][CH2:52][CH2:51][CH2:50][O:49][CH2:47][CH3:48]. Reactants: COC(C(CCC(C)(C)C)N1C(C=C(C1)OC1=C(C=CC=C1)Cl)=O)=O (2-[4-(2-chloro-phenoxy)-2-oxo-2,5-dihydro-pyrrol-1-yl]-5,5-dimethyl-hexanoic acid methyl ester), O.[OH-].[Li+] (lithium hydroxide monohydrate), Cl (hydrochloric acid). Solvent: O (water), O1CCCC1 (tetrahydrofuran). Reaction conditions: temperature 25 celsius, time 1.5 hour. The product is ClC1=C(OC2=CC(N(C2)C(C(=O)O)CCC(C)(C)C)=O)C=CC=C1 (2-[4-(2-chloro-phenoxy)-2-oxo-2,5-dihydro-pyrrol-1-yl]-5,5-dimethyl-hexanoic acid). RXN SMILES: C[O:2][C:3](=[O:25])[CH:4]([N:11]1[CH2:15][C:14]([O:16][C:17]2[CH:22]=[CH:21][CH:20]=[CH:19][C:18]=2[Cl:23])=[CH:13][C:12]1=[O:24])[CH2:5][CH2:6][C:7]([CH3:10])([CH3:9])[CH3:8].O.[OH-].[Li+].Cl>O1CCCC1.O>[Cl:23][C:18]1[CH:19]=[CH:20][CH:21]=[CH:22][C:17]=1[O:16][C:14]1[CH2:15][N:11]([CH:4]([CH2:5][CH2:6][C:7]([CH3:8])([CH3:9])[CH3:10])[C:3]([OH:25])=[O:2])[C:12](=[O:24])[CH:13]=1 |f:1.2.3|. Procedure: In a flask was placed 2-[4-(2-chloro-phenoxy)-2-oxo-2,5-dihydro-pyrrol-1-yl]-5,5-dimethyl-hexanoic acid methyl ester (34 mg, 0.093 mmol) in tetrahydrofuran (2 mL). To this mixture at 25° C. was added a solution of lithium hydroxide monohydrate (8 mg, 0.19 mmol) in water (2 mL). The mixture was then stirred for 1.5 h at 25° C. and then treated with a 1N aqueous hydrochloric acid solution to pH=2 and extracted with ethyl acetate (3×20 mL). The combined organic layers were dried over magnesium sulf... Reactants: Cc1oc(-c2ccc(Br)cc2)nc1CI, COC(C)(C)C, CN(C)C=O, [H-], [Na+], COC(=O)c1c(C)cccc1COC1CCCC(O)C1. The product is COC(=O)c1c(C)cccc1COC1CCCC(OCc2nc(-c3ccc(Br)cc3)oc2C)C1. RXN SMILES: [Br:3][c:4]1[cH:5][cH:6][c:7](-[c:10]2[o:11][c:12]([CH3:17])[c:13]([CH2:15][I:16])[n:14]2)[cH:8][cH:9]1.[CH3:38][O:39][C:40]([CH3:41])([CH3:42])[CH3:43].[CH3:44][N:45]([CH3:46])[CH:47]=[O:48].[H-:1].[Na+:2].[OH:18][CH:19]1[CH2:20][CH:21]([O:25][CH2:26][c:27]2[c:28]([C:29](=[O:30])[O:31][CH3:32])[c:33]([CH3:37])[cH:34][cH:35][cH:36]2)[CH2:22][CH2:23][CH2:24]1>>[Br:3][c:4]1[cH:5][cH:6][c:7](-[c:10]2[o:11][c:12]([CH3:17])[c:13]([CH2:15][O:18][CH:19]3[CH2:20][CH:21]([O:25][CH2:26][c:27]4[c:28]([C:29](=[O:30])[O:31][CH3:32])[c:33]([CH3:37])[cH:34][cH:35][cH:36]4)[CH2:22][CH2:23][CH2:24]3)[n:14]2)[cH:8][cH:9]1. Reactants: ClC1=CC=C(C=C1)SC1=C(NC2=CC=CC(=C12)NC(C)=O)C (N-[3-(4-chlorophenylsulfanyl)-2-methyl-1H-indol-4-yl]acetamide), C([O-])([O-])=O.[K+].[K+] (potassium carbonate), CC(=O)C (acetone), BrCC(=O)OCC (ethyl bromoacetate). The solvent is O (Water). Run at time 8 hour. Yields the product C(C)(=O)NC1=C2C(=C(N(C2=CC=C1)CC(=O)OCC)C)SC1=CC=C(C=C1)Cl (Ethyl [4-acetylamino-3-(4-chlorophenylsulfanyl)-2-methyl-1H-indol-1-yl]acetate). RXN SMILES: [Cl:1][C:2]1[CH:7]=[CH:6][C:5]([S:8][C:9]2[C:17]3[C:12](=[CH:13][CH:14]=[CH:15][C:16]=3[NH:18][C:19](=[O:21])[CH3:20])[NH:11][C:10]=2[CH3:22])=[CH:4][CH:3]=1.C(=O)([O-])[O-].[K+].[K+].CC(C)=O.Br[CH2:34][C:35]([O:37][CH2:38][CH3:39])=[O:36]>O>[C:19]([NH:18][C:16]1[CH:15]=[CH:14][CH:13]=[C:12]2[C:17]=1[C:9]([S:8][C:5]1[CH:4]=[CH:3][C:2]([Cl:1])=[CH:7][CH:6]=1)=[C:10]([CH3:22])[N:11]2[CH2:34][C:35]([O:37][CH2:38][CH3:39])=[O:36])(=[O:21])[CH3:20] |f:1.2.3|. Reported procedure: A mixture of N-[3-(4-chlorophenylsulfanyl)-2-methyl-1H-indol-4-yl]acetamide (1.0 g, 3.0 mmol), anhydrous potassium carbonate (0.63 g, 4.6 mmol), acetone (10 mL) and ethyl bromoacetate (0.50 mL, 4.5 mmol) was heated under reflux for 1.5 h then cooled to r.t. and left stirring at this temperature overnight. After heating under reflux for an additional 1 h, the mixture was cooled to r.t. Water (2×10 mL) was added, the solid product was collected by filtration, washed with water (10 mL), then dried ...